Dataset: the Open Reaction Database (ORD), a public repository of structured organic reaction records. Task: describe an organic reaction: reactants, conditions, products, and yield Starting materials: NC1=NC=CC=C1NCC1=C(C=CC=C1)C (2-amino-3-(2-methylbenzylamino)pyridine), S(=O)(=O)(C)OC(C(C)=O)CC#C (3-mesyloxy-5-hexyn-2-one). Run in C(C)O (ethanol). Yields the product CC1=C(CNC=2C=3N(C=CC2)C(=C(N3)C)CC#C)C=CC=C1 (8-(2-methylbenzylamino)-3-(2-propynyl)-2-methylimidazo[1,2-a]pyridine). Yield: 30.3%. As a reaction SMILES: [NH2:1][C:2]1[C:7]([NH:8][CH2:9][C:10]2[CH:15]=[CH:14][CH:13]=[CH:12][C:11]=2[CH3:16])=[CH:6][CH:5]=[CH:4][N:3]=1.S(O[CH:22]([CH2:26][C:27]#[CH:28])[C:23](=O)[CH3:24])(C)(=O)=O>C(O)C>[CH3:16][C:11]1[CH:12]=[CH:13][CH:14]=[CH:15][C:10]=1[CH2:9][NH:8][C:7]1[C:2]2[N:3]([C:22]([CH2:26][C:27]#[CH:28])=[C:23]([CH3:24])[N:1]=2)[CH:4]=[CH:5][CH:6]=1. Procedure: A solution of 2-amino-3-(2-methylbenzylamino)pyridine (2 g) and 3-mesyloxy-5-hexyn-2-one (1.78 g) in ethanol (40 ml) was refluxed for 31.5 hours and then evaporated in vacuo. The residue was treated with aqueous sodium bicarbonate solution and extracted with methylene chloride. The extract was washed with water, dried over magnesium sulfate, and evaporated in vacuo. The residue was purified by column chromatography on silica gel (40 g) with a mixtutre of methylene chloride and ethyl acetate (50:... The reactants are C(Cl)Cl (CH2Cl2), BrC1=CC=C(CCO)C=C1 (4-bromophenethyl alcohol), O1CCCC=C1 (3,4-dihydro-2H-pyran), O.C1(=CC=C(C=C1)S(=O)(=O)O)C (p-toluenesulfonic acid monohydrate), crude product. Solvent: CCOC(=O)C (EtOAc). Reaction conditions: time 8 hour. Product: BrC1=CC=C(CCOC2OCCCC2)C=C1 (2-(4-Bromophenethyloxy)tetrahydro-2H-pyran). RXN SMILES: C(Cl)Cl.[Br:4][C:5]1[CH:13]=[CH:12][C:8]([CH2:9][CH2:10][OH:11])=[CH:7][CH:6]=1.[O:14]1[CH:19]=[CH:18][CH2:17][CH2:16][CH2:15]1.O.C1(C)C=CC(S(O)(=O)=O)=CC=1>CCOC(C)=O>[Br:4][C:5]1[CH:13]=[CH:12][C:8]([CH2:9][CH2:10][O:11][CH:15]2[CH2:16][CH2:17][CH2:18][CH2:19][O:14]2)=[CH:7][CH:6]=1 |f:3.4|. Procedure details: Into 30 mL of CH2Cl2 in a 150 mL RB flask was dissolved 4-bromophenethyl alcohol (7.00 g, 34.80 mmol) and 3,4-dihydro-2H-pyran (3.80 mL, 41.61 mmol). To this solution was added a few crystals of p-toluenesulfonic acid monohydrate. The reaction mixture was then stirred at room temperature under a blanket of nitrogen overnight. Overnight the reaction mixture changed colour again to a deep brown colour. The reaction mixture was transferred to a 250 mL separating funnel and extracted with 150 mL of ... The reactants are C(N)(OC1=CC=CC=C1)=O (phenyl carbamate), N(=O)[O-].[Na+] (sodium nitrite), BrC1=CN=C(S1)N (5-bromo-2-aminothiazole), F[B-](F)(F)F.[H+] (tetrafluoroboric acid). Reagents/catalysts: [Cu] (copper). Reaction conditions: temperature 23 celsius. The product is BrC1=CN=C(S1)[N+](=O)[O-] (5-bromo-2-nitrothiazole). Reaction SMILES: C(=O)(OC1C=CC=CC=1)N.[Br:11][C:12]1[S:16][C:15](N)=[N:14][CH:13]=1.F[B-](F)(F)F.[H+].[N:24]([O-:26])=[O:25].[Na+]>[Cu]>[Br:11][C:12]1[S:16][C:15]([N+:24]([O-:26])=[O:25])=[N:14][CH:13]=1 |f:2.3,4.5|. Reported procedure: Scheme 3 depicts a method for preparing compounds of formula 1 wherein R1 is ABN-. An aqueous solution consisting of 5-bromo-2-aminothiazole (6) and 20% tetrafluoroboric acid are added to an aqueous slurry of copper powder and sodium nitrite at about 0° C., followed by warming to about 23° C. Standard work-up and purification by radial chromatography afford 5-bromo-2-nitrothiazole 7. Treatment of 7 with triethylamine and ABNH hydrochloride in dimethylsulfoxide at about 60° C. affords 8. Dissolut... The reactants are 4-chloro-2-ethyl-dihydrothieno-[3,2 d]pyrimidine, C(C)C1N=C(C2=C(N1)C=CS2)O (2-ethyl-4-hydroxydihydrothieno[3,2-d]pyrimidine), C(C)C1N=C(C=2C(N1)=CSC2)O (2-ethyl-4-hydroxydihydrothieno[3,4-d]pyrimidine), ClC=1C=2C(NC(N1)CC)=CSC2 (4-chloro-2-ethyldihydrothieno[3,4-d]pyrimidine). Run in P(=O)(Cl)(Cl)Cl (phosphorus oxychloride). The product is ClC=1C2=C(NC(N1)CC)C=CS2 (4-Chloro-2-ethyl-dihydrothieno [3,2-d]pyrimidine). As a reaction SMILES: C(C1NC2C=CSC=2C(O)=N1)C.C(C1NC2=CSC=C2C(O)=N1)C.[Cl:25][C:26]1[C:27]2[C:28](=[CH:34][S:35][CH:36]=2)[NH:29][CH:30]([CH2:32][CH3:33])[N:31]=1>P(Cl)(Cl)(Cl)=O>[Cl:25][C:26]1[C:34]2[S:35][CH:36]=[CH:27][C:28]=2[NH:29][CH:30]([CH2:32][CH3:33])[N:31]=1. Reported procedure: A mixture of 2.25 g of 2-ethyl-4-hydroxydihydrothieno[3,2-d]pyrimidine and 2-ethyl-4-hydroxydihydrothieno[3,4-d]pyrimidine in phosphorus oxychloride (50 ml) was refluxed for 2 hours then cooled and concentrated under vacuum. The residue was dissolved in chloroform and poured into ice water. The mixture was basified with ammonia. The layers were separated and the aqueous phase extracted with chloroform. The combined organic extracts were washed with brine, dried (MgSO4) and concentrated. The resi... Reactants: FC(C1=CC=C(C=C1)C=1C=C(C=NC1)C(=O)N)(F)F (5-[4-(Trifluoromethyl)phenyl]pyridine-3-carboxamide), C(C)(=O)O (acetic acid), [H][H] (hydrogen). Reagents/catalysts: [Pd] (Palladium on activated carbon). Yields the product C(C)(=O)O.FC(C1=CC=C(C=C1)C1CC(CNC1)C(=O)N)(F)F (5-[4-(Trifluoromethyl)phenyl]piperidine-3-carboxamide acetate). Reaction SMILES: [F:1][C:2]([F:19])([F:18])[C:3]1[CH:8]=[CH:7][C:6]([C:9]2[CH:10]=[C:11]([C:15]([NH2:17])=[O:16])[CH:12]=[N:13][CH:14]=2)=[CH:5][CH:4]=1.[H][H].[C:22]([OH:25])(=[O:24])[CH3:23]>[Pd]>[C:22]([OH:25])(=[O:24])[CH3:23].[F:18][C:2]([F:1])([F:19])[C:3]1[CH:8]=[CH:7][C:6]([CH:9]2[CH2:14][NH:13][CH2:12][CH:11]([C:15]([NH2:17])=[O:16])[CH2:10]2)=[CH:5][CH:4]=1 |f:4.5|. Reported procedure: Palladium on activated carbon (moistened with about 50% water, 0.3 g/mmol) was added to a solution of 500 mg (1.88 mmol) of 5-[4-(trifluoromethyl)phenyl]pyridine-3-carboxamide (Example 50A) in 60 ml of acetic acid, and the mixture was hydrogenated in a 60 bar hydrogen atmosphere at 85° C. overnight. The catalyst was then filtered off through a filter layer and washed repeatedly with ethanol. The combined filtrates were concentrated under reduced pressure. This gave 0.61 g (98% of theory) of the ...